From a dataset of the Open Reaction Database (ORD), a public repository of structured organic reaction records. describe an organic reaction: reactants, conditions, products, and yield Reactants: C1=CC=C(C=C1)P(C2=CC=CC=C2)C3=CC=CC=C3 (triphenylphosphide), [N+](=O)([O-])C1=CC=C(CCl)C=C1 (p-nitrobenzyl chloride). Product: [Cl-].[N+](=O)([O-])C1=CC=C(C[P+](C2=CC=CC=C2)(C2=CC=CC=C2)C2=CC=CC=C2)C=C1 (p-nitrobenzyltriphenylphosphonium chloride). RXN SMILES: [CH:1]1[CH:6]=[CH:5][C:4]([P:7]([C:14]2[CH:19]=[CH:18][CH:17]=[CH:16][CH:15]=2)[C:8]2[CH:13]=[CH:12][CH:11]=[CH:10][CH:9]=2)=[CH:3][CH:2]=1.[N+:20]([C:23]1[CH:30]=[CH:29][C:26]([CH2:27][Cl:28])=[CH:25][CH:24]=1)([O-:22])=[O:21]>>[Cl-:28].[N+:20]([C:23]1[CH:30]=[CH:29][C:26]([CH2:27][P+:7]([C:4]2[CH:3]=[CH:2][CH:1]=[CH:6][CH:5]=2)([C:14]2[CH:19]=[CH:18][CH:17]=[CH:16][CH:15]=2)[C:8]2[CH:13]=[CH:12][CH:11]=[CH:10][CH:9]=2)=[CH:25][CH:24]=1)([O-:22])=[O:21] |f:2.3|. Procedure details: A solution of 26.3 g (0.10 moles) of triphenylphosphide and 17.2 g (0.10 moles) of p-nitrobenzyl chloride in 50 ml of benezene is refluxed for 2 hours. After cooling the solid is collected and washed with benzene. Crystallization from carbon tetrachloride petroleum ether gives colorless crystals, m.p. 278°-280° C. The reactants are [H-].[Na+] (sodium hydride), C(CO)(=O)OC (methyl glycolate), C(Cl)Cl (methylene chloride), CSC=1N=C(C2=C(N1)N(C(=C2)CC)CC2=C(C=CC=C2)C2=CC=CC=C2)Cl (2-(methylthio)-4-chloro-6-ethyl-7-([1,1′-biphenyl]-2-ylmethyl)-7H-pyrrolo[2,3-d]pyrimidine), [H-].[Na+] (sodium hydride), C(CO)(=O)OC (methyl glycolate). Solvent: C1=CC=CC=C1 (benzene), C1=CC=CC=C1 (benzene). The product is COC(COC=1C2=C(N=C(N1)SC)N(C(=C2)CC)CC2=C(C=CC=C2)C2=CC=CC=C2)=O ([[2-(methylthio)-6-ethyl-7-([1,1′-biphenyl]-2-ylmethyl)-7H-pyrrolo[2,3-d]pyrimidin-4-yl]oxy]acetic acid methyl ester). The yield is 46.9%. RXN SMILES: [H-].[Na+].[C:3]([O:7][CH3:8])(=[O:6])[CH2:4][OH:5].[CH3:9][S:10][C:11]1[N:12]=[C:13](Cl)[C:14]2[CH:19]=[C:18]([CH2:20][CH3:21])[N:17]([CH2:22][C:23]3[CH:28]=[CH:27][CH:26]=[CH:25][C:24]=3[C:29]3[CH:34]=[CH:33][CH:32]=[CH:31][CH:30]=3)[C:15]=2[N:16]=1.C(Cl)Cl>C1C=CC=CC=1>[CH3:8][O:7][C:3](=[O:6])[CH2:4][O:5][C:13]1[C:14]2[CH:19]=[C:18]([CH2:20][CH3:21])[N:17]([CH2:22][C:23]3[CH:28]=[CH:27][CH:26]=[CH:25][C:24]=3[C:29]3[CH:34]=[CH:33][CH:32]=[CH:31][CH:30]=3)[C:15]=2[N:16]=[C:11]([S:10][CH3:9])[N:12]=1 |f:0.1|. Reported procedure: To a suspension of 64 mg (2.66 mmol) of sodium hydride in 5 mL of benzene was added 200 mg (2.22 mmol) of methyl glycolate and a solution of 350 mg (0.89 mmol) of 2-(methylthio)-4-chloro-6-ethyl-7-([1,1′-biphenyl]-2-ylmethyl)-7H-pyrrolo[2,3-d]pyrimidine in 2.5 ml of benzene then the mixture heated to 60° C. The reaction was monitored for conversion to product by TLC (silica, methylene chloride). Additional sodium hydride (96 mg) and methyl glycolate (360 mg) were added in portions over 4 days. T... The reactants are O.O.[Sn](Cl)Cl (tin(II) chloride dihydrate), [N+](=O)([O-])C1=CC=C(C=C1)C1=NOC(N1)=O (3-(4-nitrophenyl)-1,2,4-oxadiazol-5(4H)-one), ice water, C([O-])(O)=O.[Na+] (sodium bicarbonate). The solvent is C(C)O (ethanol). Run at temperature 70 celsius, time 1 hour. Yields the product NC1=CC=C(C=C1)C1=NOC(N1)=O (3-(4-Aminophenyl)-1,2,4-oxadiazol-5(4H)-one). As a reaction SMILES: O.O.[Sn](Cl)Cl.[N+:6]([C:9]1[CH:14]=[CH:13][C:12]([C:15]2[NH:19][C:18](=[O:20])[O:17][N:16]=2)=[CH:11][CH:10]=1)([O-])=O.C(=O)(O)[O-].[Na+]>C(O)C>[NH2:6][C:9]1[CH:10]=[CH:11][C:12]([C:15]2[NH:19][C:18](=[O:20])[O:17][N:16]=2)=[CH:13][CH:14]=1 |f:0.1.2,4.5|. Reported procedure: 6.5 g (29 mmol, 4 eq.) of tin(II) chloride dihydrate were added to a solution of 1.5 g (7.2 mmol) of 3-(4-nitrophenyl)-1,2,4-oxadiazol-5(4H)-one in 75 ml of ethanol, and the mixture was stirred at 70° C. for 1 h. The reaction mixture was poured into ice-water, and sodium bicarbonate was added carefully until a pH of 8 had been reached. The mixture was filtered through a filter layer and the residue was washed with ethyl acetate. The combined filtrates were concentrated under reduced pressure. Th... RXN SMILES: N1C=CN=C1.C1(P(C2C=CC=CC=2)C2C=CC=CC=2)C=CC=CC=1.[I:25]I.[Si:27]([O:34][CH2:35][CH2:36][CH2:37][CH2:38][CH2:39]O)([C:30]([CH3:33])([CH3:32])[CH3:31])([CH3:29])[CH3:28].[O-]S([O-])=O.[Na+].[Na+]>C(#N)C.C1(C)C=CC=CC=1>[Si:27]([O:34][CH2:35][CH2:36][CH2:37][CH2:38][CH2:39][I:25])([C:30]([CH3:33])([CH3:32])[CH3:31])([CH3:29])[CH3:28] |f:4.5.6|. Solvent: C(C)#N (acetonitrile), C1(=CC=CC=C1)C (toluene). Isolated yield 68.7%. The reactants are [Si](C)(C)(C(C)(C)C)OCCCCCO (5-t-butyldimethylsilyloxy-1-pentanol), [O-]S(=O)[O-].[Na+].[Na+] (Na2SO3), N1C=NC=C1 (imidazole), C1(=CC=CC=C1)P(C1=CC=CC=C1)C1=CC=CC=C1 (triphenyl phosphine), II (iodine). Run at time 1 hour. Reported procedure: To a mixture of imidazole (1.13 g, 16.6 mmol), triphenyl phosphine (2.16 g, 8.24 mmol), and iodine (1.92 g, 7.56 mmol) in a mixed solvent of toluene (40 mL) and acetonitrile (4 mL) was added 5-t-butyldimethylsilyloxy-1-pentanol (1.5 g, 6.87 mmol). The mixture was stirred for 1 h at room temperature and aqueous Na2SO3 was added. The mixture was extracted with ethyl acetate and the extracts were dried over MgSO4 and concentrated. The residue was purified by silica gel column chromatography with 10... Product: [Si](C)(C)(C(C)(C)C)OCCCCCI (5-t-Butyldimethylsilyloxy-1-iodopentane). The reactants are ClC1=CC(=C(C2=C1CCC(O2)(C)C)N=C=O)F (5-chloro-3,4-dihydro-2,2-dimethyl-7-fluoro-2H-1-benzopyran-8-yl isocyanate), [H-].[Na+] (sodium hydride), N\C(=C/C(=O)OCC)\C(F)(F)F (ethyl 3-amino-4,4,4-trifluorocrotonate), CI (methyl iodide), C([O-])([O-])=O.[K+].[K+] (potassium carbonate). Run in O1CCCC1 (tetrahydrofuran). Yields the product ClC1=CC(=C(C2=C1CCC(O2)(C)C)N2C(N(C(=CC2=O)C(F)(F)F)C)=O)F (3-(5-chloro-3,4-dihydro-2,2-dimethyl- 7-fluoro-2H-1-benzopyran-8-yl)-1-methyl-6-trifluoromethyluracil). Isolated yield 36.9%. RXN SMILES: [Cl:1][C:2]1[C:7]2[CH2:8][CH2:9][C:10]([CH3:13])([CH3:12])[O:11][C:6]=2[C:5]([N:14]=[C:15]=[O:16])=[C:4]([F:17])[CH:3]=1.[H-].[Na+].[NH2:20]/[C:21](/[C:28]([F:31])([F:30])[F:29])=[CH:22]\[C:23](OCC)=[O:24].CI.[C:34](=O)([O-])[O-].[K+].[K+]>O1CCCC1>[Cl:1][C:2]1[C:7]2[CH2:8][CH2:9][C:10]([CH3:13])([CH3:12])[O:11][C:6]=2[C:5]([N:14]2[C:23](=[O:24])[CH:22]=[C:21]([C:28]([F:31])([F:30])[F:29])[N:20]([CH3:34])[C:15]2=[O:16])=[C:4]([F:17])[CH:3]=1 |f:1.2,5.6.7|. Procedure: By the method of Example 1, Step G, 4.0 grams (0.016 mole) of 5-chloro-3,4-dihydro-2,2-dimethyl-7-fluoro-2H-1-benzopyran-8-yl isocyanate was reacted with 1.0 gram (0.023 mole) of sodium hydride and 3.0 grams (0.017 mole) of ethyl 3-amino-4,4,4-trifluorocrotonate in 150 mL of tetrahydrofuran. Subsequently, 4.5 grams (0.032 mole) of methyl iodide and 4.4 grams (0.032 mole) of potassium carbonate were reacted with the product of the first reaction, yielding 2.4 grams of 3-(5-chloro-3,4-dihydro-2,2-... The reactants are C(CCC)N1C(N(C(C=2NC(=NC12)Cl)=O)CCCCC(=O)OCC)=O (ethyl 5-(3-butyl-8-chloro-2,6-dioxo-2,3,6,7-tetrahydro-1H-purin-1-yl)pentanoate), ONC(=N)C1=CC(=CC=C1)O (N,3-dihydroxybenzenecarboximidamide), solution, CC[O-].[Na+] (NaOEt), solution, CC[O-].[Na+] (NaOEt). Solvent: CCO (EtOH), CCO (EtOH), CCO (EtOH). Run at temperature 180 celsius. Yields the product C(CCC)N1C(N(C(C=2NC(=NC12)Cl)=O)CCCCC1=NC(=NO1)C1=CC(=CC=C1)O)=O (3-Butyl-8-chloro-1-{4-[3-(3-hydroxyphenyl)-1,2,4-oxadiazol-5-yl]butyl}-3,7-dihydro-1H-purine-2,6-dione), solid. Yield: 32.0%. As a reaction SMILES: [CH2:1]([N:5]1[C:13]2[N:12]=[C:11]([Cl:14])[NH:10][C:9]=2[C:8](=[O:15])[N:7]([CH2:16][CH2:17][CH2:18][CH2:19][C:20]([O:22]CC)=O)[C:6]1=[O:25])[CH2:2][CH2:3][CH3:4].O[NH:27][C:28]([C:30]1[CH:35]=[CH:34][CH:33]=[C:32]([OH:36])[CH:31]=1)=[NH:29].CC[O-].[Na+]>CCO>[CH2:1]([N:5]1[C:13]2[N:12]=[C:11]([Cl:14])[NH:10][C:9]=2[C:8](=[O:15])[N:7]([CH2:16][CH2:17][CH2:18][CH2:19][C:20]2[O:22][N:29]=[C:28]([C:30]3[CH:35]=[CH:34][CH:33]=[C:32]([OH:36])[CH:31]=3)[N:27]=2)[C:6]1=[O:25])[CH2:2][CH2:3][CH3:4] |f:2.3|. Procedure: A mixture of ethyl 5-(3-butyl-8-chloro-2,6-dioxo-2,3,6,7-tetrahydro-1H-purin-1-yl)pentanoate (50 mg, 0.13 mmol), N,3-dihydroxybenzenecarboximidamide (25 mg, 0.16 mmol), 21% solution of NaOEt in EtOH (55 μl, 0.15 mmol) and EtOH (1.5 ml) was heated in the microwave at 180° C. for 10 min. Another aliquot of 21% solution of NaOEt in EtOH (55 μl, 0.21 mmol) was added and the mixture heated in the microwave at 175° C. for 30 min. After cooling the reaction was partitioned between 2M HCl (aq) and EtOAc... Reactants: S(=S)(=O)([O-])[O-].[Na+].[Na+] (sodium thiosulfate), solution, [Si](C)(C)(C(C)(C)C)OC=1C=C(C=CC1)C(C)=O (1-(3{[tert-butyl(dimethyl)silyl]oxy}phenyl)ethanone), [Br-].[Br-].[Br-].C1(=CC=CC=C1)[N+](C)(C)C.C1(=CC=CC=C1)[N+](C)(C)C.C1(=CC=CC=C1)[N+](C)(C)C (phenyltrimethylammonium tribromide). The solvent is C(C)OCC (diethyl ether). Reaction conditions: time 5 hour. Yields the product BrCC(=O)C1=CC(=CC=C1)O[Si](C)(C)C(C)(C)C (2-bromo-1-(3-{[tert-butyl(dimethyl)silyl]oxy}phenyl)ethanone). As a reaction SMILES: [Si:1]([O:8][C:9]1[CH:10]=[C:11]([C:15](=[O:17])[CH3:16])[CH:12]=[CH:13][CH:14]=1)([C:4]([CH3:7])([CH3:6])[CH3:5])([CH3:3])[CH3:2].[Br-:18].[Br-].[Br-].C1([N+](C)(C)C)C=CC=CC=1.C1([N+](C)(C)C)C=CC=CC=1.C1([N+](C)(C)C)C=CC=CC=1.S([O-])([O-])(=O)=S.[Na+].[Na+]>C(OCC)C>[Br:18][CH2:16][C:15]([C:11]1[CH:12]=[CH:13][CH:14]=[C:9]([O:8][Si:1]([C:4]([CH3:7])([CH3:6])[CH3:5])([CH3:3])[CH3:2])[CH:10]=1)=[O:17] |f:1.2.3.4.5.6,7.8.9|. Procedure: To a solution (40 mL) of the compound (9.4 g, 37 mmol) obtained in Example 38a in diethyl ether was added phenyltrimethylammonium tribromide (14 g, 37 mmol), and the mixture was stirred at room temperature for 5 hr. After confirmation of the termination of the reaction by TLC, aqueous sodium thiosulfate solution was added to the reaction mixture, and the mixture was extracted with ethyl acetate. The obtained organic layer was washed with saturated brine, and dried over anhydrous sodium sulfate. ... Starting materials: NC1[C@@H]2N(C(=C(CS2)CN=[N+]=[N-])C(=O)OC(C2=CC=CC=C2)C2=CC=CC=C2)C1=O (diphenylmethyl 7-amino-3-azidomethylceph-3-em-4-carboxylate), Cl.FC=1NC=CN1 (2-fluoroimidazole hydrochloride), C(C)#N (acetonitrile), CN(C)C=O (DMF). The solvent is C(Cl)Cl (methylene chloride). Yields the product Cl.N(=[N+]=[N-])CC=1CS[C@H]2N(C1C(=O)OC(C1=CC=CC=C1)C1=CC=CC=C1)C(C2NC=2NC=CN2)=O (diphenylmethyl 3-azidomethyl-7-(imidazol-2-yl)aminoceph-3-em-4-carboxylate hydrochloride). Isolated yield 38.0%. RXN SMILES: [NH2:1][CH:2]1[C:29](=[O:30])[N:4]2[C:5]([C:13]([O:15][CH:16]([C:23]3[CH:28]=[CH:27][CH:26]=[CH:25][CH:24]=3)[C:17]3[CH:22]=[CH:21][CH:20]=[CH:19][CH:18]=3)=[O:14])=[C:6]([CH2:9][N:10]=[N+:11]=[N-:12])[CH2:7][S:8][C@H:3]12.[ClH:31].F[C:33]1[NH:34][CH:35]=[CH:36][N:37]=1.C(#N)C.CN(C=O)C>C(Cl)Cl>[ClH:31].[N:10]([CH2:9][C:6]1[CH2:7][S:8][C@@H:3]2[CH:2]([NH:1][C:33]3[NH:34][CH:35]=[CH:36][N:37]=3)[C:29](=[O:30])[N:4]2[C:5]=1[C:13]([O:15][CH:16]([C:17]1[CH:22]=[CH:21][CH:20]=[CH:19][CH:18]=1)[C:23]1[CH:24]=[CH:25][CH:26]=[CH:27][CH:28]=1)=[O:14])=[N+:11]=[N-:12] |f:1.2,6.7|. Procedure details: A mixture of diphenylmethyl 7-amino-3-azidomethylceph-3-em-4-carboxylate (1.2 g.), 2-fluoroimidazole hydrochloride (367 mg.) and acetonitrile (4 ml.) was stirred at 85°. When a complete solution was achieved DMF (1 ml.) was added. After 2 hours the solvent waas evaporated and the residue, after drying overnight, was purified by chromatography on fine mesh silica (ratio 40:1 w/w) at 0° using methylene chloride/MeOH/HOAc 100:0:0 to 92:4:4 v/v/v as eluant. The oil obtained was dissolved in the mini... The reactants are S(=O)(=O)(Cl)Cl (sulfuryl chloride), C(C(C)C)(=O)CC(=O)OCC (ethyl isobutyrylacetate), C1(=CC=CC=C1)C (toluene), C1(=CC=CC=C1)C (toluene), C(=O)(O)[O-].[Na+] (NaHCO3), O (Water). Conditions: time 8 hour. Product: ClC(C(=O)OCC)C(C1=CC=CC=C1)=O (Ethyl 2-chloro-3-oxo-3-phenylpropanoate). Isolated yield 84.0%. RXN SMILES: S(Cl)([Cl:4])(=O)=O.[C:6]([CH2:11][C:12]([O:14][CH2:15][CH3:16])=[O:13])(=[O:10])[CH:7]([CH3:9])[CH3:8].O.C([O-])(O)=O.[Na+].[C:23]1([CH3:29])C=CC=C[CH:24]=1>>[Cl:4][CH:11]([C:6](=[O:10])[C:7]1[CH:9]=[CH:29][CH:23]=[CH:24][CH:8]=1)[C:12]([O:14][CH2:15][CH3:16])=[O:13] |f:3.4|. Procedure: A solution of sulfuryl chloride (12.4 mmol) in toluene (5 mL) was added dropwise via an additional funnel to a solution of ethyl isobutyrylacetate (12.4 mmol) in toluene (20 mL) over 5 minutes at room temperature. The resulting mixture was stirred at room temperature overnight. Water was added slowly and resulting two-phase mixture was basified with saturated NaHCO3 and extracted with ethyl acetate. The combined organic extracts were washed with brine, dried over anhydrous sodium sulfate, and ev...